From a dataset of the Open Reaction Database (ORD), a public repository of structured organic reaction records. describe an organic reaction: reactants, conditions, products, and yield Starting materials: [Cl-].[Al+3].[Cl-].[Cl-] (aluminum chloride), COC1CC[C@H](N1C(=O)OC)C(=O)OC (dimethyl(2S)-5-methoxypyrrolidine-1,2-dicarboxylate), C[Si](C)(C)C#CC (trimethylsilylpropyne), [Sn](Cl)(Cl)(Cl)Cl (tin (IV) chloride). The solvent is C(Cl)Cl (methylene chloride). Reaction conditions: time 48 hour. The product is C(#CC)[C@H]1CC[C@H](N1C(=O)OC)C(=O)OC (dimethyl(2S,5R)-5-propynyl-pyrrolidine-1,2-dicarboxylate). Reaction SMILES: CO[CH:3]1[N:7]([C:8]([O:10][CH3:11])=[O:9])[C@H:6]([C:12]([O:14][CH3:15])=[O:13])[CH2:5][CH2:4]1.C[Si]([C:20]#[C:21][CH3:22])(C)C.[Sn](Cl)(Cl)(Cl)Cl.[Cl-].[Al+3].[Cl-].[Cl-]>C(Cl)Cl>[C:20]([C@@H:3]1[N:7]([C:8]([O:10][CH3:11])=[O:9])[C@H:6]([C:12]([O:14][CH3:15])=[O:13])[CH2:5][CH2:4]1)#[C:21][CH3:22] |f:3.4.5.6|. Procedure details: To a cold −45° C. solution of dimethyl(2S)-5-methoxypyrrolidine-1,2-dicarboxylate (10 g, 46.08 mmol, Example 1B) and trimethylsilylpropyne (14.24 ml, 92.16 mmol, 2.0 equiv) in methylene chloride (180 mL) was added a solution of tin (IV) chloride (1 M in methylene chloride, 60.0 mL, 60.0 mmol, 1.3 equiv) dropwise via an addition funnel over 30 minutes. To the dark yellow solution was added solid aluminum chloride (8.58 g, 64.52 mmol, 1.4 equiv) in one portion. The resulting mixture was allowed to... Starting materials: ClC1=C(NC2=C(C=NC3=CC4=C(C=C23)C=C(C(=C4)OCCCl)OC)C#N)C=C(C(=C1)Cl)OC (4-(2,4-dichloro-5-methoxyanilino)-7-methoxy-8-(chloroethoxy)benzo[g]quinoline-3-carbonitrile), ClC1=C(NC2=C(C=NC3=CC4=C(C=C23)C=C(C(=C4)OC)OCCCl)C#N)C=C(C(=C1)Cl)OC (4-(2,4-dichloro-5-methoxyanilino)-8-methoxy-7-(chloroethoxy)benzo[g]quinoline-3-carbonitrile), CN1CCNCC1 (1-methyl piperazine), [I-].[Na+] (sodium iodide). Run in COCCOC (ethylene glycol dimethyl ether). Conditions: temperature 90 celsius. Yields the product ClC1=C(NC2=C(C=NC3=CC4=C(C=C23)C=C(C(=C4)OC)OCCN4CCN(CC4)C)C#N)C=C(C(=C1)Cl)OC (4-(2,4-dichloro-5-methoxyanilino)-8-methoxy-7-[2-(4-methyl-1-piperazinyl)ethoxy]benzo[g]quinoline-3-carbonitrile), ClC1=C(NC2=C(C=NC3=CC4=C(C=C23)C=C(C(=C4)OCCN4CCN(CC4)C)OC)C#N)C=C(C(=C1)Cl)OC (4-(2,4-dichloro-5-methoxyanilino)-7-methoxy-8-[2-(4-methyl-1-piperazinyl)ethoxy]benzo[g]quinoline-3-carbonitrile). As a reaction SMILES: [Cl:1][C:2]1[CH:30]=[C:29]([Cl:31])[C:28]([O:32][CH3:33])=[CH:27][C:3]=1[NH:4][C:5]1[C:14]2[C:9](=[CH:10][C:11]3[CH:18]=[C:17]([O:19][CH2:20][CH2:21]Cl)[C:16]([O:23][CH3:24])=[CH:15][C:12]=3[CH:13]=2)[N:8]=[CH:7][C:6]=1[C:25]#[N:26].[Cl:34][C:35]1[CH:63]=[C:62]([Cl:64])[C:61]([O:65][CH3:66])=[CH:60][C:36]=1[NH:37][C:38]1[C:47]2[C:42](=[CH:43][C:44]3[CH:51]=[C:50]([O:52][CH3:53])[C:49]([O:54][CH2:55][CH2:56]Cl)=[CH:48][C:45]=3[CH:46]=2)[N:41]=[CH:40][C:39]=1[C:58]#[N:59].[CH3:67][N:68]1[CH2:73][CH2:72][NH:71][CH2:70][CH2:69]1.[I-].[Na+]>COCCOC>[Cl:34][C:35]1[CH:63]=[C:62]([Cl:64])[C:61]([O:65][CH3:66])=[CH:60][C:36]=1[NH:37][C:38]1[C:47]2[C:42](=[CH:43][C:44]3[CH:51]=[C:50]([O:52][CH3:53])[C:49]([O:54][CH2:55][CH2:56][N:71]4[CH2:72][CH2:73][N:68]([CH3:67])[CH2:69][CH2:70]4)=[CH:48][C:45]=3[CH:46]=2)[N:41]=[CH:40][C:39]=1[C:58]#[N:59].[Cl:1][C:2]1[CH:30]=[C:29]([Cl:31])[C:28]([O:32][CH3:33])=[CH:27][C:3]=1[NH:4][C:5]1[C:14]2[C:9](=[CH:10][C:11]3[CH:18]=[C:17]([O:19][CH2:20][CH2:21][N:71]4[CH2:72][CH2:73][N:68]([CH3:67])[CH2:69][CH2:70]4)[C:16]([O:23][CH3:24])=[CH:15][C:12]=3[CH:13]=2)[N:8]=[CH:7][C:6]=1[C:25]#[N:26] |f:3.4|. Procedure details: A mixture of 0.4 g (0.8 mmol) of 4-(2,4-dichloro-5-methoxyanilino)-7-methoxy-8-(chloroethoxy)benzo[g]quinoline-3-carbonitrile and 4-(2,4-dichloro-5-methoxyanilino)-8-methoxy-7-(chloroethoxy)benzo[g]quinoline-3-carbonitrile (1:1 mixture), 1.25 ml (11.27 mmol) of 1-methyl piperazine and 0.05 g of sodium iodide in 2.0 mL of ethylene glycol dimethyl ether is heated at 90° C. for 2 hours under nitrogen. The mixture is cooled, the solvent is removed in vacuo and the resulting residue is stirred with s... The reactants are C(C)OC(C(=O)C1=COCC1)=O (Ethyl-2-(4,5-dihydrofuran-3-yl)-2-oxoacetate), C(C)O (Ethanol), C (Methane). Conditions: temperature 45 celsius, time 12 hour. Product: C(C)OC(C(=O)C1C(OCC1)OCC)=O (ethyl-2-(2-ethoxytetrahydrofuran-3-yl)-2-oxoacetate). RXN SMILES: [CH2:1]([O:3][C:4](=[O:12])[C:5]([C:7]1[CH2:11][CH2:10][O:9][CH:8]=1)=[O:6])[CH3:2].C.[CH2:14]([OH:16])[CH3:15]>>[CH2:1]([O:3][C:4](=[O:12])[C:5]([CH:7]1[CH2:11][CH2:10][O:9][CH:8]1[O:16][CH2:14][CH3:15])=[O:6])[CH3:2]. Reported procedure: Ethyl-2-(4,5-dihydrofuran-3-yl)-2-oxoacetate (10 g) was dissolved in Ethanol (50 ml) and Methane sulphoic acid (0.1 ml) was added to it. The reaction mass was stirred at 40-50° C. for 12 hrs. Reaction mass was concentrated to residue under vacuum. Residue was dissolved in dichloromethane (50 ml) and washed with water (50 ml). Reaction mass was concentrated to residue to get ethyl-2-(2-ethoxytetrahydrofuran-3-yl)-2-oxoacetate (Yield 9.2 g).